This data is from the Open Reaction Database (ORD), a public repository of structured organic reaction records. The task is: describe an organic reaction: reactants, conditions, products, and yield Yields the product ClC=1C=C(C=CC1Cl)C1=CC=C(O1)CCNC(=O)C=1N=CNC1 (1H-Imidazole-4-carboxylic acid {2-[5-(3,4-dichlorophenyl)furan-2-yl]ethyl}amide). Starting materials: N1C=NC(=C1)C(=O)O (4-imidazolecarboxylic acid), Cl.ClC=1C=C(C=CC1Cl)C1=CC=C(O1)CCN (2-[5-(3,4-dichlorophenyl)furan-2-yl]ethylamine hydrochloride). Procedure: The title compound was prepared as in Example 12 starting from 4-imidazolecarboxylic acid and 2-[5-(3,4-dichlorophenyl)furan-2-yl]ethylamine hydrochloride. The crude product was purified by flash chromatography using CH2Cl2/MeOH as a gradient eluent (100:0-99.6:0.4). The product was triturated in ethyl acetate. 1H NMR (400 MHz, DMSO-d6): 2.93 (21-1, t), 3.55 (2H, m), 6.33 (1H, d), 7.01 (1H, d), 7.59 (1H, s), 7.63 (2H, s), 7.71 (1H, s), 7.87 (1H, s), 8.05 (1H, broad s), 12.43 (1H, broad s). As a reaction SMILES: [NH:1]1[CH:5]=[C:4]([C:6]([OH:8])=O)[N:3]=[CH:2]1.Cl.[Cl:10][C:11]1[CH:12]=[C:13]([C:18]2[O:22][C:21]([CH2:23][CH2:24][NH2:25])=[CH:20][CH:19]=2)[CH:14]=[CH:15][C:16]=1[Cl:17]>>[Cl:10][C:11]1[CH:12]=[C:13]([C:18]2[O:22][C:21]([CH2:23][CH2:24][NH:25][C:6]([C:4]3[N:3]=[CH:2][NH:1][CH:5]=3)=[O:8])=[CH:20][CH:19]=2)[CH:14]=[CH:15][C:16]=1[Cl:17] |f:1.2|.